From a dataset of the Open Reaction Database (ORD), a public repository of structured organic reaction records. describe an organic reaction: reactants, conditions, products, and yield Reactants: OC(Cn1ccnc1)C12CC3CC(CC(C3)C1)C2, CN(C)P(=O)(N(C)C)N(C)C, ClCc1ccc(Cl)cc1Cl, [H-], [Na+], O. Product: Clc1ccc(COC(Cn2ccnc2)C23CC4CC(CC(C4)C2)C3)c(Cl)c1. Reaction SMILES: [C:1]12([CH:11]([CH2:12][n:13]3[cH:14][n:15][cH:16][cH:17]3)[OH:18])[CH2:2][CH:3]3[CH2:4][CH:5]([CH2:6][CH:7]([CH2:8]1)[CH2:9]3)[CH2:10]2.[CH3:19][N:20]([P:21]([N:22]([CH3:23])[CH3:24])([N:25]([CH3:26])[CH3:27])=[O:28])[CH3:29].[Cl:32][CH2:33][c:34]1[c:35]([Cl:41])[cH:36][c:37]([Cl:40])[cH:38][cH:39]1.[H-:30].[Na+:31].[OH2:42]>>[C:1]12([CH:11]([CH2:12][n:13]3[cH:14][n:15][cH:16][cH:17]3)[O:18][CH2:33][c:34]3[c:35]([Cl:41])[cH:36][c:37]([Cl:40])[cH:38][cH:39]3)[CH2:2][CH:3]3[CH2:4][CH:5]([CH2:6][CH:7]([CH2:8]1)[CH2:9]3)[CH2:10]2. The reactants are O=C([O-])[O-], CI, CN(C)C=O, O=c1cc(C(F)(F)F)[nH]c(=O)n1-c1c(F)cc(Cl)c2c1OCCC2, [K+], [K+]. The product is Cn1c(C(F)(F)F)cc(=O)n(-c2c(F)cc(Cl)c3c2OCCC3)c1=O. As a reaction SMILES: [C:25](=[O:26])([O-:27])[O-:28].[CH3:31][I:32].[CH3:33][N:34]([CH3:35])[CH:36]=[O:37].[Cl:1][c:2]1[cH:3][c:4]([F:24])[c:5](-[n:12]2[c:13](=[O:23])[nH:14][c:15]([C:19]([F:20])([F:21])[F:22])[cH:16][c:17]2=[O:18])[c:6]2[c:7]1[CH2:8][CH2:9][CH2:10][O:11]2.[K+:29].[K+:30]>>[Cl:1][c:2]1[cH:3][c:4]([F:24])[c:5](-[n:12]2[c:13](=[O:23])[n:14]([CH3:25])[c:15]([C:19]([F:20])([F:21])[F:22])[cH:16][c:17]2=[O:18])[c:6]2[c:7]1[CH2:8][CH2:9][CH2:10][O:11]2.